describe an organic reaction: reactants, conditions, products, and yield From a dataset of the Open Reaction Database (ORD), a public repository of structured organic reaction records. Reactants: BrC1=C(C=C(C=C1)F)F (1-bromo-2,4-difluorobenzene), IC (iodomethane), C(CCC)[Li] (n-Butyllithium), solution. The solvent is C1CCOC1 (THF), C1CCOC1 (THF), C1CCOC1 (THF), hexanes. Conditions: time 15 minute. Yields the product CC=1C(=C(C=CC1F)Br)F (3-Methyl-2,4-difluoro-bromobenzene). RXN SMILES: [CH2:1]([Li])CCC.[Br:6][C:7]1[CH:12]=[CH:11][C:10]([F:13])=[CH:9][C:8]=1[F:14].IC>C1COCC1>[CH3:1][C:9]1[C:8]([F:14])=[C:7]([Br:6])[CH:12]=[CH:11][C:10]=1[F:13]. Procedure: Diisoproplylamine (11.9 ml, 85 mmol) is dissolved in 50 ml of anhydrous THF and cooled in a dry ice/acetone bath. n-Butyllithium (34 ml of a 2.5 M solution in hexanes, 85 mmol) is added dropwise. After 15 minutes, a solution of 1-bromo-2,4-difluorobenzene (16 g, 83 mmol) in 8 ml of THF is added at a rate to keep the temperature below −65° C. The reaction is stirred for 2.5 hours then a solution of iodomethane (10.3 ml, 166 mmol) in 8 ml of THF is added to the reaction. The ice bath is removed an... Starting materials: ClCc1ccccc1I, NC1CCCN(c2cc(=O)[nH]c(=O)n2Cc2ccccc2Br)C1. The product is NC1CCCN(c2cc(=O)[nH]c(=O)n2Cc2ccccc2I)C1. Reaction SMILES: [I:24][c:25]1[cH:26][cH:27][cH:28][cH:29][c:30]1[CH2:31][Cl:32].[NH2:1][CH:2]1[CH2:3][N:4]([c:8]2[cH:9][c:10](=[O:23])[nH:11][c:12](=[O:22])[n:13]2[CH2:14][c:15]2[c:16]([Br:21])[cH:17][cH:18][cH:19][cH:20]2)[CH2:5][CH2:6][CH2:7]1>>[NH2:1][CH:2]1[CH2:3][N:4]([c:8]2[cH:9][c:10](=[O:23])[nH:11][c:12](=[O:22])[n:13]2[CH2:14][c:15]2[c:16]([I:24])[cH:17][cH:18][cH:19][cH:20]2)[CH2:5][CH2:6][CH2:7]1. The reactants are Cl.NC1C2C3CC4C2C4C3C1 (8-Aminotetracyclo[4,3,0,02,4,03,7 ]nonane hydrochloride), ClC1=CC=C(C=C1)N=C=S (p-chlorophenylisothiocyanate). Run in C(Cl)(Cl)Cl (chloroform), C(Cl)(Cl)Cl (chloroform), C(C)N(CC)CC (triethylamine). Procedure details: 8-Aminotetracyclo[4,3,0,02,4,03,7 ]nonane hydrochloride (0.5 g.) (prepared as described in U.K. Patent Specification No. 1,180,749) was dissolved in a mixture of chloroform (25 ml.) and triethylamine (0.33 g.). To this solution was added p-chlorophenylisothiocyanate (0.5 g.) and the mixture refluxed for 16 hours. The chloroform solution, after cooling, was washed successively with 10 ml. portions of 2N HCl, water and saturated brine, and then dried over anhydrous MgSO4. After filtration, the sol... As a reaction SMILES: Cl.[NH2:2][CH:3]1[CH2:11][CH:10]2[CH:5]3[CH2:6][CH:7]4[CH:9]2[CH:8]4[CH:4]13.[Cl:12][C:13]1[CH:18]=[CH:17][C:16]([N:19]=[C:20]=[S:21])=[CH:15][CH:14]=1>C(Cl)(Cl)Cl.C(N(CC)CC)C>[Cl:12][C:13]1[CH:18]=[CH:17][C:16]([NH:19][C:20](=[S:21])[NH:2][CH:3]2[CH2:11][CH:10]3[CH:5]4[CH2:6][CH:7]5[CH:9]3[CH:8]5[CH:4]24)=[CH:15][CH:14]=1 |f:0.1|. Yields the product ClC1=CC=C(C=C1)NC(NC1C2C3CC4C2C4C3C1)=S (8-[3-(p-chlorophenyl)thioureido]tetracyclo[4,3,0,02,4,03,7 ]-nonane). The reactants are O=N[O-], Nc1ccc2c(c1)CC1(C2)C(=O)Nc2ncccc21, [NH4+], [Na+], [OH-], O, O=S(=O)(O)O. Product: O=C1Nc2ncccc2C12Cc1ccc(O)cc1C2. Reaction SMILES: [N:1]([O-:2])=[O:3].[NH2:5][c:6]1[cH:7][c:8]2[c:12]([cH:13][cH:14]1)[CH2:11][C:10]1([CH2:9]2)[C:15](=[O:23])[NH:16][c:17]2[n:18][cH:19][cH:20][cH:21][c:22]21.[NH4+:25].[Na+:4].[OH-:24].[OH2:26].[S:27](=[O:28])(=[O:29])([OH:30])[OH:31]>>[c:6]1([OH:24])[cH:7][c:8]2[c:12]([cH:13][cH:14]1)[CH2:11][C:10]1([CH2:9]2)[C:15](=[O:23])[NH:16][c:17]2[n:18][cH:19][cH:20][cH:21][c:22]21. Starting materials: N1CCCC2=CC=CC(=C12)O (1,2,3,4-tetrahydro-8-quinolinol), C([O-])(O)=O.[Na+] (sodium bicarbonate), BrCCCCCCCCCC (1-bromodecane). The solvent is CN(P(N(C)C)(N(C)C)=O)C (hexamethylphosphoric triamide), CCOCC (ether). Conditions: time 3 hour. Product: C(CCCCCCCCC)N1CCCC2=CC=CC(=C12)O (1-Decyl-1,2,3,4-tetrahydro-8-quinolinol). The yield is 107.3%. As a reaction SMILES: [NH:1]1[C:10]2[C:5](=[CH:6][CH:7]=[CH:8][C:9]=2[OH:11])[CH2:4][CH2:3][CH2:2]1.C(=O)(O)[O-].[Na+].Br[CH2:18][CH2:19][CH2:20][CH2:21][CH2:22][CH2:23][CH2:24][CH2:25][CH2:26][CH3:27]>CN(C)P(=O)(N(C)C)N(C)C.CCOCC>[CH2:18]([N:1]1[C:10]2[C:5](=[CH:6][CH:7]=[CH:8][C:9]=2[OH:11])[CH2:4][CH2:3][CH2:2]1)[CH2:19][CH2:20][CH2:21][CH2:22][CH2:23][CH2:24][CH2:25][CH2:26][CH3:27] |f:1.2|. Reported procedure: A mixture of 499.2 mg (3.35 mmol) of 1,2,3,4-tetrahydro-8-quinolinol (see Example 7A), 425 mg (5.05 mmol, 1.5 eq.) of sodium bicarbonate, and 780 μl (3.69 mmol, 1.1 eq.) of 98% 1-bromodecane in 10 ml of hexamethylphosphoric triamide under argon was stirred for three hours at room temperature, followed by 44 hours at 50° C. The reaction was diluted with 80 ml of 1:1 ether:petroleum ether and the organic layer was washed with five 40 ml portions of water and 40 ml of brine, dried over sodium sulfa... The reactants are CS(=O)(=O)O.ClC1=C2C=CC=CC2=C(C2=CC=CC=C12)CNC(C(CO)C)O (((10-Chloro-9-anthracenyl)methyl)amino-2-methyl-1,3-propanediol methanesulfonate), ClC1=C2C=CC=C(C2=CC2=CC=CC=C12)C=O (10-Chloroanthracene-1-carbaldehyde), NC(CO)(CO)C (2-amino-2-methyl-1,3-propanediol). The product is CS(=O)(=O)OCC(CO)(C)NCC1=CC=CC2=C(C3=CC=CC=C3C=C12)Cl (2-(((10-chloro-1-anthracenyl)methyl)amino)-2-methyl-1,3-propanediol methanesulfonate). As a reaction SMILES: [CH3:1][S:2]([OH:5])(=[O:4])=[O:3].ClC1C2C(=CC=CC=2)C(CNC(O)C(C)CO)=C2C=1C=CC=C2.[Cl:29][C:30]1[C:43]2[C:38](=[CH:39][CH:40]=[CH:41][CH:42]=2)[CH:37]=[C:36]2[C:31]=1[CH:32]=[CH:33][CH:34]=[C:35]2[CH:44]=O.[NH2:46][C:47]([CH3:52])([CH2:50][OH:51])[CH2:48]O>>[CH3:1][S:2]([O:5][CH2:48][C:47]([NH:46][CH2:44][C:35]1[C:36]2[C:31](=[C:30]([Cl:29])[C:43]3[C:38]([CH:37]=2)=[CH:39][CH:40]=[CH:41][CH:42]=3)[CH:32]=[CH:33][CH:34]=1)([CH3:52])[CH2:50][OH:51])(=[O:4])=[O:3] |f:0.1|. Reported procedure: Using the reductive amination procedure described in 2B, 10-chloroanthracene-1-carbaldehyde (37D) and 2-amino-2-methyl-1,3-propanediol (Aldrich) gave 2-(((10-chloro-1-anthracenyl)methyl)amino)-2-methyl-1,3-propanediol methanesulfonate.9/20H2O mp 230°-231° (dec), (EtOH/Et2O), (C, H, Cl, N, S).